From a dataset of the Open Reaction Database (ORD), a public repository of structured organic reaction records. describe an organic reaction: reactants, conditions, products, and yield The reactants are Cl (hydrochloric acid), ClC=1C=C(C=CC1Cl)C1=CC=C(O1)C(CCC(=O)O)=O (4-[5-(3,4-dichlorophenyl)-2-furanyl]-4-oxobutanoic acid), ice water, [BH4-].[Na+] (NaBH4). Run in O1CCOCC1.O (dioxane water). Reaction conditions: time 8 hour. Product: ClC=1C=C(C=CC1Cl)C1=CC=C(O1)C(CCC(=O)O)O (4-[5-(3,4-Dichlorophenyl)-2-furanyl]-4-hydroxybutanoic Acid). Yield: 95.2%. Reaction SMILES: [Cl:1][C:2]1[CH:3]=[C:4]([C:9]2[O:13][C:12]([C:14](=[O:20])[CH2:15][CH2:16][C:17]([OH:19])=[O:18])=[CH:11][CH:10]=2)[CH:5]=[CH:6][C:7]=1[Cl:8].[BH4-].[Na+].Cl>O1CCOCC1.O>[Cl:1][C:2]1[CH:3]=[C:4]([C:9]2[O:13][C:12]([CH:14]([OH:20])[CH2:15][CH2:16][C:17]([OH:19])=[O:18])=[CH:11][CH:10]=2)[CH:5]=[CH:6][C:7]=1[Cl:8] |f:1.2,4.5|. Procedure details: A mixture of 3.13 g (0.010 mole) of 4-[5-(3,4-dichlorophenyl)-2-furanyl]-4-oxobutanoic acid and 50 ml of 95% dioxane/water was treated portionwise with 0.95 g (0.025 mole) of NaBH4 while maintaining the temperature below 20° by means of an ice bath. The resulting near solution was allowed to stand overnight at room temperature and was then added to ice/water. After acidifying with 20% hydrochloric acid, the resulting oily mixture was extracted with ether and the ethereal extract dried over MgSO4... Yields the product CC(=O)NCC1CN(c2ccc(N3CCC4(CC3)CSCCCO4)c(F)c2)C(=O)O1. RXN SMILES: [O:1]1[CH2:2][C:3]12[CH2:4][CH2:5][N:6]([c:9]1[c:10]([F:26])[cH:11][c:12]([N:15]3[C:16](=[O:25])[O:17][CH:18]([CH2:20][NH:21][C:22]([CH3:23])=[O:24])[CH2:19]3)[cH:13][cH:14]1)[CH2:7][CH2:8]2.[O:32]1[CH2:33][CH2:34][CH2:35][CH2:36]1.[SH:27][CH2:28][CH2:29][CH2:30][OH:31]>>[O:1]1[C:3]2([CH2:2][S:27][CH2:28][CH2:29][CH2:30]1)[CH2:4][CH2:5][N:6]([c:9]1[c:10]([F:26])[cH:11][c:12]([N:15]3[C:16](=[O:25])[O:17][CH:18]([CH2:20][NH:21][C:22]([CH3:23])=[O:24])[CH2:19]3)[cH:13][cH:14]1)[CH2:7][CH2:8]2. Reactants: CC(=O)NCC1CN(c2ccc(N3CCC4(CC3)CO4)c(F)c2)C(=O)O1, C1CCOC1, OCCCS. Run at temperature 0 celsius, time 45 minute. Reaction SMILES: [CH3:1][CH:2]1[C:11]2[C:6](=[CH:7][CH:8]=[CH:9][CH:10]=2)[C:5]([C:12]2[CH:17]=[CH:16][C:15]([C:18]([F:21])([F:20])[F:19])=[CH:14][CH:13]=2)=[N:4][CH2:3]1.[BH4-].[Na+]>CO>[CH3:1][CH:2]1[C:11]2[C:6](=[CH:7][CH:8]=[CH:9][CH:10]=2)[CH:5]([C:12]2[CH:17]=[CH:16][C:15]([C:18]([F:21])([F:19])[F:20])=[CH:14][CH:13]=2)[NH:4][CH2:3]1 |f:1.2|. The solvent is CO (MeOH). Product: CC1CNC(C2=CC=CC=C12)C1=CC=C(C=C1)C(F)(F)F (4-Methyl-1-(4-(trifluoromethyl)phenyl)-1,2,3,4-tetrahydroisoquinoline). The reactants are CC1CN=C(C2=CC=CC=C12)C1=CC=C(C=C1)C(F)(F)F (4-methyl-1-(4-(trifluoromethyl)phenyl)-3,4-dihydroisoquinoline), [BH4-].[Na+] (sodium borohydride). Procedure: A 100-mL round-bottomed flask was charged with 4-methyl-1-(4-(trifluoromethyl)phenyl)-3,4-dihydroisoquinoline (4.89 g, 16.9 mmol) and MeOH (30 mL). After cooling down to 0° C., sodium borohydride (1.93 g, 50.7 mmol) was added and the mixture was stirred at RT for 45 min. Then, the solvent was removed and the residue redissolved in EtOAc, washed with sat NaHCO3, water and dried over Na2SO4. The mixture was used crude in the next step. Starting materials: C1(CCCCC1)C1=CC=C(C=C1)SCCCCOC1=CC=CC=2C(OC(NC21)=O)(C)C (8-[4-(4-cyclohexyl-phenylmercapto)-butoxy]-4,4-dimethyl-4H-3,1-benzoxazin-2-one), OO (hydrogen peroxide). The product is C1(CCCCC1)C1=CC=C(C=C1)S(=O)CCCCOC1=CC=CC=2C(OC(NC21)=O)(C)C (8-[4-(4-Cyclohexyl-phenylsulfinyl)-butoxy]-4,4-dimethyl-4H-3,1-benzoxazin-2-one). Reaction SMILES: [CH:1]1([C:7]2[CH:12]=[CH:11][C:10]([S:13][CH2:14][CH2:15][CH2:16][CH2:17][O:18][C:19]3[C:28]4[NH:27][C:26](=[O:29])[O:25][C:24]([CH3:31])([CH3:30])[C:23]=4[CH:22]=[CH:21][CH:20]=3)=[CH:9][CH:8]=2)[CH2:6][CH2:5][CH2:4][CH2:3][CH2:2]1.[OH:32]O>>[CH:1]1([C:7]2[CH:8]=[CH:9][C:10]([S:13]([CH2:14][CH2:15][CH2:16][CH2:17][O:18][C:19]3[C:28]4[NH:27][C:26](=[O:29])[O:25][C:24]([CH3:31])([CH3:30])[C:23]=4[CH:22]=[CH:21][CH:20]=3)=[O:32])=[CH:11][CH:12]=2)[CH2:6][CH2:5][CH2:4][CH2:3][CH2:2]1. Reported procedure: Prepared analogously to Example 2 from 8-[4-(4-cyclohexyl-phenylmercapto)-butoxy]-4,4-dimethyl-4H-3,1-benzoxazin-2-one and hydrogen peroxide. Reactants: [Li]CCCC, CN([SiH](C)C)[Si](C)(C)C, CCOCC, Cl, N#Cc1ccc(F)cc1. The product is N=C(N)c1ccc(F)cc1. Reaction SMILES: [CH3:10][CH2:11][CH2:12][CH2:13][Li:14].[CH3:1][SiH:2]([N:3]([CH3:5])[Si:6]([CH3:7])([CH3:8])[CH3:9])[CH3:4].[CH3:25][CH2:26][O:27][CH2:28][CH3:29].[ClH:24].[F:15][c:16]1[cH:17][cH:18][c:19]([C:20]#[N:21])[cH:22][cH:23]1>>[NH2:3][C:20]([c:19]1[cH:18][cH:17][c:16]([F:15])[cH:23][cH:22]1)=[NH:21]. Reactants: CC(C)OCCN(C(=O)CCl)c1ccc(C(=O)Cl)cc1, Clc1ccc(CCN2CCNCC2)cc1. As a reaction SMILES: [CH:1]([CH3:2])([CH3:3])[O:4][CH2:5][CH2:6][N:7]([C:8]([CH2:9][Cl:10])=[O:11])[c:12]1[cH:13][cH:14][c:15]([C:16](=[O:17])[Cl:18])[cH:19][cH:20]1.[Cl:21][c:22]1[cH:23][cH:24][c:25]([CH2:28][CH2:29][N:30]2[CH2:31][CH2:32][NH:33][CH2:34][CH2:35]2)[cH:26][cH:27]1>>[CH:1]([CH3:2])([CH3:3])[O:4][CH2:5][CH2:6][N:7]([C:8]([CH2:9][Cl:10])=[O:11])[c:12]1[cH:13][cH:14][c:15]([C:16](=[O:17])[N:33]2[CH2:32][CH2:31][N:30]([CH2:29][CH2:28][c:25]3[cH:24][cH:23][c:22]([Cl:21])[cH:27][cH:26]3)[CH2:35][CH2:34]2)[cH:19][cH:20]1. Yields the product CC(C)OCCN(C(=O)CCl)c1ccc(C(=O)N2CCN(CCc3ccc(Cl)cc3)CC2)cc1. Starting materials: O1C=NC=C1 (oxazole), C(C)(C)(C)OC(=O)N1[C@H](CCC1)COC1=CC=C(C=C1)CC1=CC=C(C=C1)I ((R)-2-[4-(4-iodo-benzyl)-phenoxymethyl]-pyrrolidine-1-carboxylic acid tert-butyl ester). Yields the product C(C)(C)(C)OC(=O)N1[C@H](CCC1)COC1=CC=C(C=C1)CC1=CC=C(C=C1)C=1OC=CN1 ((R)-2-[4-(4-Oxazol-2-yl-benzyl)-phenoxymethyl]-pyrrolidine-1-carboxylic acid tert-butyl ester). Isolated yield 23.0%. Reaction SMILES: [O:1]1[CH:5]=[CH:4][N:3]=[CH:2]1.[C:6]([O:10][C:11]([N:13]1[CH2:17][CH2:16][CH2:15][C@@H:14]1[CH2:18][O:19][C:20]1[CH:25]=[CH:24][C:23]([CH2:26][C:27]2[CH:32]=[CH:31][C:30](I)=[CH:29][CH:28]=2)=[CH:22][CH:21]=1)=[O:12])([CH3:9])([CH3:8])[CH3:7]>>[C:6]([O:10][C:11]([N:13]1[CH2:17][CH2:16][CH2:15][C@@H:14]1[CH2:18][O:19][C:20]1[CH:21]=[CH:22][C:23]([CH2:26][C:27]2[CH:28]=[CH:29][C:30]([C:2]3[O:1][CH:5]=[CH:4][N:3]=3)=[CH:31][CH:32]=2)=[CH:24][CH:25]=1)=[O:12])([CH3:9])([CH3:7])[CH3:8]. Procedure details: The title compound (20 mg, 23%) was prepared from oxazole (60 mg, 0.81 mmol) and (R)-2-[4-(4-iodo-benzyl)-phenoxymethyl]-pyrrolidine-1-carboxylic acid tert-butyl ester (0.1 g, 0.2 mmol) using the procedure of Example 146, step 1; 1HNMR (400 MHz, CDCl3) δ 7.95 (d, J=8.4 Hz, 2H), 7.68 (d, J=0.8 Hz, 1H), 7.26 (m, 2H), 7.21 (d, J=0.8 Hz, 1H), 7.10 (d, J=8 Hz, 2H), 6.86 (br d, J=7.2 Hz, 2H), 4.10 (br, 2H), 3.96 (s, 2H), 3.9-3.75 (br, 2H), 3.40 (br, 2H), 2.03-1.84 (br, 4H), 1.46 (s, 9H). Reactants: CCOC(OCC)c1ccc(F)c(Br)c1, C1CCOC1, C[Si](C)(C)[N-][Si](C)(C)C, N#CC1CN(C(c2ccccc2)c2ccccc2)C1, [K+]. The product is CCOC(OCC)c1ccc(C2(C#N)CN(C(c3ccccc3)c3ccccc3)C2)c(Br)c1. Reaction SMILES: [Br:1][c:2]1[c:3]([F:15])[cH:4][cH:5][c:6]([CH:8]([O:9][CH2:10][CH3:11])[O:12][CH2:13][CH3:14])[cH:7]1.[CH2:45]1[O:46][CH2:47][CH2:48][CH2:49]1.[CH3:36][Si:37]([N-:38][Si:39]([CH3:40])([CH3:41])[CH3:42])([CH3:43])[CH3:44].[CH:16]([c:17]1[cH:18][cH:19][cH:20][cH:21][cH:22]1)([c:23]1[cH:24][cH:25][cH:26][cH:27][cH:28]1)[N:29]1[CH2:30][CH:31]([C:33]#[N:34])[CH2:32]1.[K+:35]>>[Br:1][c:2]1[c:3]([C:31]2([C:33]#[N:34])[CH2:30][N:29]([CH:16]([c:17]3[cH:18][cH:19][cH:20][cH:21][cH:22]3)[c:23]3[cH:24][cH:25][cH:26][cH:27][cH:28]3)[CH2:32]2)[cH:4][cH:5][c:6]([CH:8]([O:9][CH2:10][CH3:11])[O:12][CH2:13][CH3:14])[cH:7]1.